From a dataset of the Open Reaction Database (ORD), a public repository of structured organic reaction records. describe an organic reaction: reactants, conditions, products, and yield The reactants are COc1ncnc2[nH]ccc12, ClCCl, O=C1CCC(=O)N1I, O. Yields the product COc1ncnc2[nH]cc(I)c12. Reaction SMILES: [CH3:1][O:2][c:3]1[c:4]2[c:5]([n:6][cH:7][n:8]1)[nH:9][cH:10][cH:11]2.[Cl:21][CH2:22][Cl:23].[I:12][N:13]1[C:14](=[O:15])[CH2:16][CH2:17][C:18]1=[O:19].[OH2:20]>>[CH3:1][O:2][c:3]1[c:4]2[c:5]([n:6][cH:7][n:8]1)[nH:9][cH:10][c:11]2[I:12]. Starting materials: C(=O)(O)COC1=C(SC2=C1C=CC(=C2)OCC2=C(C=C(C=C2)Cl)Cl)C(=O)O (3-(carboxymethoxy)-6-((2,4-dichlorobenzyl)oxy)-1-benzothiophene-2-carboxylic acid), N1=CC=CC2=CC=CC=C12 (quinoline). The reagents and catalysts are [Cu] (copper). The solvent is CCOC(=O)C (EtOAc). Run at temperature 190 celsius. The product is ClC1=C(COC2=CC3=C(C(=CS3)OCC(=O)O)C=C2)C=CC(=C1)Cl (((6-((2,4-Dichlorobenzyl)oxy)-1-benzothiophen-3-yl)oxy)acetic acid). Isolated yield 77.4%. Reaction SMILES: [C:1]([CH2:4][O:5][C:6]1[C:10]2[CH:11]=[CH:12][C:13]([O:15][CH2:16][C:17]3[CH:22]=[CH:21][C:20]([Cl:23])=[CH:19][C:18]=3[Cl:24])=[CH:14][C:9]=2[S:8][C:7]=1C(O)=O)([OH:3])=[O:2].N1C2C(=CC=CC=2)C=CC=1>CCOC(C)=O.[Cu]>[Cl:24][C:18]1[CH:19]=[C:20]([Cl:23])[CH:21]=[CH:22][C:17]=1[CH2:16][O:15][C:13]1[CH:12]=[CH:11][C:10]2[C:6]([O:5][CH2:4][C:1]([OH:3])=[O:2])=[CH:7][S:8][C:9]=2[CH:14]=1. Reported procedure: The mixture of 3-(carboxymethoxy)-6-((2,4-dichlorobenzyl)oxy)-1-benzothiophene-2-carboxylic acid (92.0 mg), copper (13.7 mg) and quinoline (1.5 mL) was heated at 190° C. for 10 min. The mixture was diluted with EtOAc. The mixture was washed successively with 1N HCl and brine, dried over MgSO4, and concentrated in vacuo. The residue was purified by silica gel column chromatography (EtOAc/hexane), and washed with hexane to give the title compound (63.9 mg). Reactants: ClC1=CC(=NC=N1)NC ((6-chloro-pyrimidin-4-yl)-methylamine), O1CCN(CC1)C1=CC=C(N)C=C1 (4-morpholinoaniline). Yields the product CNC1=NC=NC(=C1)NC1=CC=C(C=C1)N1CCOCC1 (N-Methyl-N′-(4-morpholin-4-yl-phenyl)-pyrimidine-4,6-diamine). As a reaction SMILES: Cl[C:2]1[N:7]=[CH:6][N:5]=[C:4]([NH:8][CH3:9])[CH:3]=1.[O:10]1[CH2:15][CH2:14][N:13]([C:16]2[CH:22]=[CH:21][C:19]([NH2:20])=[CH:18][CH:17]=2)[CH2:12][CH2:11]1>>[CH3:9][NH:8][C:4]1[CH:3]=[C:2]([NH:20][C:19]2[CH:18]=[CH:17][C:16]([N:13]3[CH2:14][CH2:15][O:10][CH2:11][CH2:12]3)=[CH:22][CH:21]=2)[N:7]=[CH:6][N:5]=1. Procedure details: The title compound is prepared analogously as described in Example 114A from (6-chloro-pyrimidin-4-yl)-methylamine and 4-morpholinoaniline. Starting materials: C(\C=C/C(=O)O)(=O)O (Maleic acid), C1(CC1)C1=CC(=C(C(=C1C1=CC=C(C=C1)F)F)OC(C)C)CN1CCC(CC1)N1C(C(=C(C=C1)C(=O)O)C)=O (1-(1-((6-cyclopropyl-2,4′-difluoro-3-isopropoxybiphenyl-4-yl)methyl)piperidin-4-yl)-3-methyl-2-oxo-1,2-dihydropyridine-4-carboxylic acid). The solvent is C(C)O (ethanol). Reaction conditions: time 1 hour. The product is C(\C=C/C(=O)O)(=O)O.C1(CC1)C1=CC(=C(C(=C1C1=CC=C(C=C1)F)F)OC(C)C)CN1CCC(CC1)N1C(C(=C(C=C1)C(=O)O)C)=O (1-(1-((6-Cyclopropyl-2,4′-difluoro-3-isopropoxybiphenyl-4-yl)methyl)piperidin-4-yl)-3-methyl-2-oxo-1,2-dihydropyridine-4-carboxylic acid maleate). The yield is 91.8%. RXN SMILES: [C:1]([OH:8])(=[O:7])/[CH:2]=[CH:3]\[C:4]([OH:6])=[O:5].[CH:9]1([C:12]2[C:17]([C:18]3[CH:23]=[CH:22][C:21]([F:24])=[CH:20][CH:19]=3)=[C:16]([F:25])[C:15]([O:26][CH:27]([CH3:29])[CH3:28])=[C:14]([CH2:30][N:31]3[CH2:36][CH2:35][CH:34]([N:37]4[CH:42]=[CH:41][C:40]([C:43]([OH:45])=[O:44])=[C:39]([CH3:46])[C:38]4=[O:47])[CH2:33][CH2:32]3)[CH:13]=2)[CH2:11][CH2:10]1>C(O)C>[C:1]([OH:8])(=[O:7])/[CH:2]=[CH:3]\[C:4]([OH:6])=[O:5].[CH:9]1([C:12]2[C:17]([C:18]3[CH:19]=[CH:20][C:21]([F:24])=[CH:22][CH:23]=3)=[C:16]([F:25])[C:15]([O:26][CH:27]([CH3:29])[CH3:28])=[C:14]([CH2:30][N:31]3[CH2:32][CH2:33][CH:34]([N:37]4[CH:42]=[CH:41][C:40]([C:43]([OH:45])=[O:44])=[C:39]([CH3:46])[C:38]4=[O:47])[CH2:35][CH2:36]3)[CH:13]=2)[CH2:11][CH2:10]1 |f:3.4|. Reported procedure: Maleic acid (111 mg) was added to a solution of 1-(1-((6-cyclopropyl-2,4′-difluoro-3-isopropoxybiphenyl-4-yl)methyl)piperidin-4-yl)-3-methyl-2-oxo-1,2-dihydropyridine-4-carboxylic acid (513 mg) in ethanol (5 mL) at room temperature. The mixture was stirred at the same temperature under nitrogen atmosphere for 1 hour and concentrated in vacuo. The residue was crystallized from ethyl acetate-hexane to give a colorless solid. The solid was recrystallized from ethanol-heptane to give the title compo... As a reaction SMILES: [CH3:14][C:15](=[O:16])[O:17][C:18](=[O:19])[CH3:20].[NH2:1][C:2]([C:3](=[O:4])[OH:5])([CH3:6])[CH3:7].[OH2:21].[cH:8]1[cH:9][cH:10][n:11][cH:12][cH:13]1>>[NH:1]([C:2]([C:3](=[O:4])[OH:5])([CH3:6])[CH3:7])[C:15]([CH3:14])=[O:16]. Yields the product CC(=O)NC(C)(C)C(=O)O. Reactants: CC(=O)OC(C)=O, CC(C)(N)C(=O)O, O, c1ccncc1. Starting materials: Nc1ccc(Br)cc1F, CC(C)(C)C(=O)Cl, c1ccncc1. Yields the product CC(C)(C)C(=O)Nc1ccc(Br)cc1F. Reaction SMILES: [Br:8][c:9]1[cH:10][c:11]([F:16])[c:12]([NH2:13])[cH:14][cH:15]1.[C:1]([C:2]([CH3:3])([CH3:4])[CH3:5])(=[O:6])[Cl:7].[cH:17]1[cH:18][cH:19][n:20][cH:21][cH:22]1>>[C:1]([C:2]([CH3:3])([CH3:4])[CH3:5])(=[O:6])[NH:13][c:12]1[c:11]([F:16])[cH:10][c:9]([Br:8])[cH:15][cH:14]1. Starting materials: N1(CCCCC1)CC=1C=C(OC\C=C/CNC(CSCCN)=O)C=CC1 (N-[4-[3-(piperidinomethyl) phenoxy]-cis-2-butenyl]-2-(2-aminoethylthio)acetamide), ice water, [Cl-].[Na+] (sodium chloride), C(C)OC(=O)Cl (ethylchlorocarbonate). Run in N1=CC=CC=C1 (pyridine). Reaction conditions: time 18 hour. Yields the product N1(CCCCC1)CC=1C=C(OC\C=C/CNC(CSCCNC(=O)OCC)=O)C=CC1 (N-[4-[3-(piperidinomethyl) phenoxy]-cis-2-butenyl]-2-[2-(ethoxycarbonylamino)ethylthio]acetamide). The yield is 24.7%. RXN SMILES: [N:1]1([CH2:7][C:8]2[CH:9]=[C:10]([CH:24]=[CH:25][CH:26]=2)[O:11][CH2:12]/[CH:13]=[CH:14]\[CH2:15][NH:16][C:17](=[O:23])[CH2:18][S:19][CH2:20][CH2:21][NH2:22])[CH2:6][CH2:5][CH2:4][CH2:3][CH2:2]1.[CH2:27]([O:29][C:30](Cl)=[O:31])[CH3:28].[Cl-].[Na+]>N1C=CC=CC=1>[N:1]1([CH2:7][C:8]2[CH:9]=[C:10]([CH:24]=[CH:25][CH:26]=2)[O:11][CH2:12]/[CH:13]=[CH:14]\[CH2:15][NH:16][C:17](=[O:23])[CH2:18][S:19][CH2:20][CH2:21][NH:22][C:30]([O:29][CH2:27][CH3:28])=[O:31])[CH2:6][CH2:5][CH2:4][CH2:3][CH2:2]1 |f:2.3|. Reported procedure: There was dissolved 2.7 g (0.0072 mol) of N-[4-[3-(piperidinomethyl) phenoxy]-cis-2-butenyl]-2-(2-aminoethylthio)acetamide in 20 ml of pyridine and added dropwise 0.78 g (0.0072 mol) of ethylchlorocarbonate under cooling with ice, and the mixture was stirred for 18 hours at room temperature. The obtained reaction mixture was poured into ice water and saturated with sodium chloride. The deposited oily matter was extracted with chloroform and washed with saturated aqueous solution of sodium chlori... Starting materials: CCOC(C)=O, ClCCl, Cl, O=C(Cl)c1ccc(F)cc1, CC1=CCC(N)CC1, O, c1ccncc1. Yields the product CC1=CCC(NC(=O)c2ccc(F)cc2)CC1. RXN SMILES: [CH3:30][CH2:31][O:32][C:33](=[O:34])[CH3:35].[Cl:27][CH2:28][Cl:29].[ClH:1].[F:16][c:17]1[cH:18][cH:19][c:20]([C:21](=[O:22])[Cl:23])[cH:24][cH:25]1.[NH2:2][CH:3]1[CH2:4][CH:5]=[C:6]([CH3:9])[CH2:7][CH2:8]1.[OH2:26].[cH:10]1[cH:11][cH:12][n:13][cH:14][cH:15]1>>[NH:2]([CH:3]1[CH2:4][CH:5]=[C:6]([CH3:9])[CH2:7][CH2:8]1)[C:21]([c:20]1[cH:19][cH:18][c:17]([F:16])[cH:25][cH:24]1)=[O:22].